From a dataset of the Open Reaction Database (ORD), a public repository of structured organic reaction records. describe an organic reaction: reactants, conditions, products, and yield Starting materials: C(C)(=O)NC1=CC(=C(C=C1Cl)C(CCCCCl)=O)OCC1=CC(=CC(=C1)OC)OC (1-[4-acetylamino-5-chloro-2-(3,5-dimethoxybenzyloxy) phenyl)-5-chloropentan-1-one), N1CCCCC1 (piperidine), C1(=CC=CC=C1)C1CCNCC1 (4-phenylpiperidine). The product is Cl.NC1=CC(=C(C=C1Cl)C(CCCCN1CCC(CC1)C1=CC=CC=C1)=O)OCC1=CC(=CC(=C1)OC)OC (1-[4-amino-5-chloro-2-(3,5-dimethoxybenzyloxy) phenyl]-5-(4-phenylpiperidin-1-yl)pentan-1-one hydrochloride). As a reaction SMILES: C([NH:4][C:5]1[C:10]([Cl:11])=[CH:9][C:8]([C:12](=[O:18])[CH2:13][CH2:14][CH2:15][CH2:16]Cl)=[C:7]([O:19][CH2:20][C:21]2[CH:26]=[C:25]([O:27][CH3:28])[CH:24]=[C:23]([O:29][CH3:30])[CH:22]=2)[CH:6]=1)(=O)C.N1CCCCC1.[C:37]1([CH:43]2[CH2:48][CH2:47][NH:46][CH2:45][CH2:44]2)[CH:42]=[CH:41][CH:40]=[CH:39][CH:38]=1>>[ClH:11].[NH2:4][C:5]1[C:10]([Cl:11])=[CH:9][C:8]([C:12](=[O:18])[CH2:13][CH2:14][CH2:15][CH2:16][N:46]2[CH2:47][CH2:48][CH:43]([C:37]3[CH:42]=[CH:41][CH:40]=[CH:39][CH:38]=3)[CH2:44][CH2:45]2)=[C:7]([O:19][CH2:20][C:21]2[CH:22]=[C:23]([O:29][CH3:30])[CH:24]=[C:25]([O:27][CH3:28])[CH:26]=2)[CH:6]=1 |f:3.4|. Reported procedure: Proceeding as in Example 4, Step (c), but replacing 1-(4-acetylamino-5-chloro-2-methoxyphenyl)-5-chloropentan-1-one with 1-[4-acetylamino-5-chloro-2-(3,5-dimethoxybenzyloxy) phenyl)-5-chloropentan-1-one and piperidine with 4-phenylpiperidine, gave 1-[4-amino-5-chloro-2-(3,5-dimethoxybenzyloxy) phenyl]-5-(4-phenylpiperidin-1-yl)pentan-1-one hydrochloride, m.p. 237°-239 C. Starting materials: COC(NCC#CC1=C2/C(/C(NC2=CC=C1)=O)=C/C=1NC=CC1OC)=O ((Z)-[3-[2,3-Dihydro-3-[(3-methoxy-1H-pyrrol-2-yl)methylene]-2-oxo-1H-indol-4-yl]-2-propynyl]carbamic acid methyl ester), FC=1C(=C2/C(/C(NC2=CC1)=O)=C/C1=C(N=CN1)C)I ((Z)-1,3-dihydro-5-fluoro-4-iodo-3-[(4-methyl-1H-imidazol-5-yl)methylene]-2H-indol-2-one), FC=1C(=C2/C(/C(NC2=CC1)=O)=C/C1=C(N=CN1)C)I ((Z)-1,3-dihydro-5-fluoro-4-iodo-3-[(4-methyl-1H-imidazol-5-yl)methylene]-2H-indol-2-one). The reagents and catalysts are C=1C=CC(=CC1)[P](C=2C=CC=CC2)(C=3C=CC=CC3)[Pd]([P](C=4C=CC=CC4)(C=5C=CC=CC5)C=6C=CC=CC6)([P](C=7C=CC=CC7)(C=8C=CC=CC8)C=9C=CC=CC9)[P](C=1C=CC=CC1)(C=1C=CC=CC1)C=1C=CC=CC1 ((Ph3P)4Pd). The solvent is CCN(CC)CC (Et3N), CN(C)C=O (DMF). Product: COC(NCC#CC1=C2/C(/C(NC2=CC=C1F)=O)=C/C1=C(N=CN1)C)=O ((Z)-[3-[2,3-dihydro-5-fluoro-3-[(4-methyl-1H-imidazol-5-yl)methylene]-2-oxo-1H-indol-4-yl]-2-propynyl]carbamic acid methyl ester). RXN SMILES: [CH3:1][O:2][C:3](=[O:26])[NH:4][CH2:5][C:6]#[C:7]C1C=CC=C2C=1/C(=C/C1NC=CC=1OC)/C(=O)N2.[F:27][C:28]1[C:29](I)=[C:30]2[C:34](=[CH:35][CH:36]=1)[NH:33][C:32](=[O:37])/[C:31]/2=[CH:38]\[C:39]1[NH:43][CH:42]=[N:41][C:40]=1[CH3:44]>C1C=CC([P]([Pd]([P](C2C=CC=CC=2)(C2C=CC=CC=2)C2C=CC=CC=2)([P](C2C=CC=CC=2)(C2C=CC=CC=2)C2C=CC=CC=2)[P](C2C=CC=CC=2)(C2C=CC=CC=2)C2C=CC=CC=2)(C2C=CC=CC=2)C2C=CC=CC=2)=CC=1.CN(C=O)C.CCN(CC)CC>[CH3:1][O:2][C:3](=[O:26])[NH:4][CH2:5][C:6]#[C:7][C:29]1[C:28]([F:27])=[CH:36][CH:35]=[C:34]2[C:30]=1/[C:31](=[CH:38]/[C:39]1[NH:43][CH:42]=[N:41][C:40]=1[CH3:44])/[C:32](=[O:37])[NH:33]2 |^1:49,51,70,89|. Procedure: Using Method C above, 2-propynyl carbamic acid methyl ester (57.5 mg, 0.51 mmol) (see Example 42 supra) was coupled with (Z)-1,3-dihydro-5-fluoro-4-iodo-3-[(4-methyl-1H-imidazol-5-yl)methylene]-2H-indol-2-one (Starting Material 3 supra) (75 mg, 0.203 mmol) using (Ph3P)4Pd (23.5 mg) (Aldrich) and Cul (4 mg) as catalyst in DMF (3 mL) and Et3N (3 mL) as solvent at 80° C. for 18 h to give (Z)-[3-[2,3-dihydro-5-fluoro-3-[(4-methyl-1H-imidazol-5-yl)methylene]-2-oxo-1H-indol-4-yl]-2-propynyl]carbamic a... Starting materials: CC1(C)CC1C(=O)O, [Cl-], CC1CC(=O)NN=C1c1ccc(N)cc1, C1CCOC1. Yields the product CC1CC(=O)NN=C1c1ccc(NC(=O)C2CC2(C)C)cc1. As a reaction SMILES: [CH3:17][C:18]1([CH3:24])[CH:19]([C:21](=[O:22])[OH:23])[CH2:20]1.[Cl-:16].[NH2:1][c:2]1[cH:3][cH:4][c:5]([C:8]2=[N:13][NH:12][C:11](=[O:14])[CH2:10][CH:9]2[CH3:15])[cH:6][cH:7]1.[O:25]1[CH2:26][CH2:27][CH2:28][CH2:29]1>>[NH:1]([c:2]1[cH:3][cH:4][c:5]([C:8]2=[N:13][NH:12][C:11](=[O:14])[CH2:10][CH:9]2[CH3:15])[cH:6][cH:7]1)[C:21]([CH:19]1[C:18]([CH3:17])([CH3:24])[CH2:20]1)=[O:22]. Starting materials: ClC1=CC=C2C(=N1)C=C(N2S(=O)(=O)C2=CC=CC=C2)C (5-chloro-2-methyl-1-(phenylsulfonyl)-1H-pyrrolo[3,2-b]pyridine), N(NC(=O)OC(C)(C)C)C(=O)OC(C)(C)C (di-tert-butyl hydrazine-1,2-dicarboxylate), C([O-])([O-])=O.[Cs+].[Cs+] (cesium carbonate). The reagents and catalysts are C1(CCCCC1)P(C1=C(C=CC=C1)C1=C(C=C(C=C1C(C)C)C(C)C)C(C)C)C1CCCCC1.NC1=C(C=CC=C1)C1=C(C=CC=C1)[Pd]Cl (dicyclohexyl(2′,4′,6′-triisopropylbiphenyl-2-yl)phosphine (2′-aminobiphenyl-2-yl)(chloro)palladium). Solvent: C1(=CC=CC=C1)C (toluene). Run at temperature 100 celsius. Yields the product CC1=CC2=NC(=CC=C2N1S(=O)(=O)C1=CC=CC=C1)N(NC(=O)OC(C)(C)C)C(=O)OC(C)(C)C (di-tert-butyl 1-[2-methyl-1-(phenylsulfonyl)-1H-pyrrolo[3,2-b]pyridin-5-yl]hydrazine-1,2-dicarboxylate). Reaction SMILES: Cl[C:2]1[N:7]=[C:6]2[CH:8]=[C:9]([CH3:20])[N:10]([S:11]([C:14]3[CH:19]=[CH:18][CH:17]=[CH:16][CH:15]=3)(=[O:13])=[O:12])[C:5]2=[CH:4][CH:3]=1.[NH:21]([C:30]([O:32][C:33]([CH3:36])([CH3:35])[CH3:34])=[O:31])[NH:22][C:23]([O:25][C:26]([CH3:29])([CH3:28])[CH3:27])=[O:24].C(=O)([O-])[O-].[Cs+].[Cs+]>C1(P(C2CCCCC2)C2C=CC=CC=2C2C(C(C)C)=CC(C(C)C)=CC=2C(C)C)CCCCC1.NC1C=CC=CC=1C1C=CC=CC=1[Pd]Cl.C1(C)C=CC=CC=1>[CH3:20][C:9]1[N:10]([S:11]([C:14]2[CH:19]=[CH:18][CH:17]=[CH:16][CH:15]=2)(=[O:13])=[O:12])[C:5]2[C:6](=[N:7][C:2]([N:21]([C:30]([O:32][C:33]([CH3:36])([CH3:35])[CH3:34])=[O:31])[NH:22][C:23]([O:25][C:26]([CH3:27])([CH3:28])[CH3:29])=[O:24])=[CH:3][CH:4]=2)[CH:8]=1 |f:2.3.4,5.6|. Procedure: A flask was charged with 5-chloro-2-methyl-1-(phenylsulfonyl)-1H-pyrrolo[3,2-b]pyridine (9.0 g, 29 mmol, prepared as described in Step 2), di-tert-butyl hydrazine-1,2-dicarboxylate (6.8 g, 29 mmol, Aldrich), dicyclohexyl(2′,4′,6′-triisopropylbiphenyl-2-yl)phosphine-(2′-aminobiphenyl-2-yl)(chloro)palladium (1:1) (2.3 g, 2.9 mmol, Aldrich), cesium carbonate (9.56 g, 29.3 mmol), and toluene (94 mL). The mixture was degassed by a stream of nitrogen through the solution. The mixture was then heated t... The product is NC1=CC(NC(N1C1=CC=CC=C1)=O)=O (6-Amino-1-phenyl-1H-pyrimidine-2,4-dione). Isolated yield 94.4%. As a reaction SMILES: [C:1]([CH2:3][C:4]([NH:6][C:7]([NH:9][C:10]1[CH:15]=[CH:14][CH:13]=[CH:12][CH:11]=1)=[O:8])=[O:5])#[N:2]>[OH-].[Na+]>[NH2:2][C:1]1[N:9]([C:10]2[CH:15]=[CH:14][CH:13]=[CH:12][CH:11]=2)[C:7](=[O:8])[NH:6][C:4](=[O:5])[CH:3]=1 |f:1.2|. Procedure details: 1-(2-Cyano-acetyl)-3-phenyl-urea (12.6 g, 62.1 mmol) was taken in 50 ml 2M sodium hydroxide (aq.) and stirred at room temperature for 2 h under LC-MS control. After cooling down by immersing in ice bath and neutralization with acetic acid and thus formed solids were separated by filtration, washed well with ice cold water and dried under high vacuum yielding white solids (11.9 g, 58.6 mmol, 94.4%). The solvent is [OH-].[Na+] (sodium hydroxide). Reactants: C(#N)CC(=O)NC(=O)NC1=CC=CC=C1 (1-(2-Cyano-acetyl)-3-phenyl-urea). Conditions: time 2 hour. The reactants are ClCCl, CNOC, CC#N, Cl, Cl, [Na+], O=C=O, O, O=S(=O)(O)O, O=C([O-])c1ncccn1, c1c[nH]cn1. Product: CON(C)C(=O)c1ncccn1. Reaction SMILES: [CH2:34]([Cl:35])[Cl:36].[CH3:21][NH:22][O:23][CH3:24].[CH3:30][C:31]#[N:32].[ClH:11].[ClH:20].[Na+:10].[O:17]=[C:18]=[O:19].[OH2:33].[S:25](=[O:26])(=[O:27])([OH:28])[OH:29].[n:1]1[c:2]([C:7](=[O:8])[O-:9])[n:3][cH:4][cH:5][cH:6]1.[nH:12]1[cH:13][cH:14][n:15][cH:16]1>>[n:1]1[c:2]([C:7](=[O:9])[N:22]([CH3:21])[O:23][CH3:24])[n:3][cH:4][cH:5][cH:6]1. The reactants are Cl (HCl), S1(=O)(=O)NC(=O)C2=CC=CC=C12 (saccharine), CO (methanol). RXN SMILES: Cl.[S:2]1([C:13]2[C:8](=[CH:9][CH:10]=[CH:11][CH:12]=2)[C:6](=[O:7])[NH:5]1)(=[O:4])=[O:3].[CH3:14][OH:15]>>[CH3:14][O:15][C:6](=[O:7])[C:8]1[CH:9]=[CH:10][CH:11]=[CH:12][C:13]=1[S:2](=[O:4])(=[O:3])[NH2:5]. Product: COC(C1=C(C=CC=C1)S(N)(=O)=O)=O (2-sulfamylbenzoic acid methylester). Procedure details: An HCl stream is led under cooling into a suspension of 143.3 g (0.78 mol) in 600 ml absolute methanol until saturation. Subsequently the solution is refluxed yet two hours until the saccharine has gone completely into solution and the reaction has terminated. The product is FC=1C(=NC=CC1)CC(=O)OCC (ethyl (3-fluoro-2-pyridyl)acetate). Isolated yield 81.7%. The solvent is O (water), O (water). Reaction SMILES: [F:1][C:2]1[C:3]([CH:8](C(OCC)=O)[C:9]([O:11][CH2:12][CH3:13])=[O:10])=[N:4][CH:5]=[CH:6][CH:7]=1.CS(C)=O.[Cl-].[Na+]>O>[F:1][C:2]1[C:3]([CH2:8][C:9]([O:11][CH2:12][CH3:13])=[O:10])=[N:4][CH:5]=[CH:6][CH:7]=1 |f:2.3|. Conditions: temperature 148.5 celsius, time 40 minute. Procedure: 5.10 g of diethyl (3-fluoro-2-pyridyl)malonate and 25 ml of dimethyl sulfoxide were mixed. To the mixture was added 1.29 g of sodium chloride and 0.72 g of water. The mixture was stirred for about 40 minutes at an inner temperature of 145 to 152° C. The reaction mixture was allowed to cool to room temperature, then, to the reaction mixture was added water, and extracted with ethyl acetate. The organic layer was washed with saturated brine twice, and dried over anhydrous magnesium sulfate, then, ... Reactants: FC=1C(=NC=CC1)C(C(=O)OCC)C(=O)OCC (diethyl (3-fluoro-2-pyridyl)malonate), CS(=O)C (dimethyl sulfoxide), [Cl-].[Na+] (sodium chloride).